From a dataset of the Open Reaction Database (ORD), a public repository of structured organic reaction records. describe an organic reaction: reactants, conditions, products, and yield Reported procedure: To a solution of 29.5 g. of 1-phenyl-1-(2-indanyl)-4-chloro-1-butene in 125 cc. of 95 percent (v/v) ethanolbenzene (commercial 2B ethanol) was added 100 cc. of diethylamine in one portion. The reaction mixture was shaken and heated in a sealed bomb to about 100° C for 16 hours. The reaction mixture was cooled to about 25° C. and the solvent was removed under reduced pressure to afford the product as an oily residue. The oil was dissolved in 400 cc. of diethyl ether and shaken with 5N sodium hydr... Reactants: C1(=CC=CC=C1)C(=CCCCl)C1CC2=CC=CC=C2C1 (1-phenyl-1-(2-indanyl)-4-chloro-1-butene), C(C)NCC (diethylamine), 2B, C(C)O (ethanol), [OH-].[Na+] (sodium hydroxide). Product: C1(=CC=CC=C1)C(=CCCN(CC)CC)C1CC2=CC=CC=C2C1 (1-phenyl-1-(2-indanyl)-4-diethylamino-1-butene). Conditions: temperature 100 celsius. As a reaction SMILES: [C:1]1([C:7]([CH:12]2[CH2:20][C:19]3[C:14](=[CH:15][CH:16]=[CH:17][CH:18]=3)[CH2:13]2)=[CH:8][CH2:9][CH2:10]Cl)[CH:6]=[CH:5][CH:4]=[CH:3][CH:2]=1.C(O)C.[CH2:24]([NH:26][CH2:27][CH3:28])[CH3:25].[OH-].[Na+]>C(OCC)C>[C:1]1([C:7]([CH:12]2[CH2:20][C:19]3[C:14](=[CH:15][CH:16]=[CH:17][CH:18]=3)[CH2:13]2)=[CH:8][CH2:9][CH2:10][N:26]([CH2:27][CH3:28])[CH2:24][CH3:25])[CH:6]=[CH:5][CH:4]=[CH:3][CH:2]=1 |f:3.4|. Solvent: C(C)OCC (diethyl ether). Reactants: BrCc1nc2ccccc2o1, CO, [Na+], [Na+], O, O=S([O-])[O-]. Product: O=S(=O)([O-])Cc1nc2ccccc2o1, [Na+]. As a reaction SMILES: [Br:1][CH2:2][c:3]1[o:4][c:5]2[c:6]([n:7]1)[cH:8][cH:9][cH:10][cH:11]2.[CH3:18][OH:19].[Na+:16].[Na+:17].[OH2:20].[S:12](=[O:13])([O-:14])[O-:15]>>[CH2:2]([c:3]1[o:4][c:5]2[c:6]([n:7]1)[cH:8][cH:9][cH:10][cH:11]2)[S:12](=[O:13])(=[O:14])[O-:15].[Na+:16]. Conditions: temperature 50 celsius, time 1 hour. As a reaction SMILES: [CH3:1][CH:2]1[CH2:6][NH:5][C:4](=O)[CH:3]1[C:8]([O:10][CH2:11][CH3:12])=[O:9].P12(SP3(SP(SP(S3)(S1)=S)(=S)S2)=S)=[S:14]>C1C=CC=CC=1>[CH3:1][CH:2]1[CH2:6][NH:5][C:4](=[S:14])[CH:3]1[C:8]([O:10][CH2:11][CH3:12])=[O:9]. Starting materials: CC1C(C(NC1)=O)C(=O)OCC (ethyl 4-methyl-2-oxopyrrolidine-3-carboxylate), P12(=S)SP3(=S)SP(=S)(S1)SP(=S)(S2)S3 (phosphorus pentasulfide). Run in C1=CC=CC=C1 (benzene). The yield is 146.6%. Procedure details: 2.5 g of ethyl 4-methyl-2-oxopyrrolidine-3-carboxylate and 3.4 g of phosphorus pentasulfide were added to 50 ml of benzene and stirred at 50° C. for 1 hour. After cooling, the insoluble matters were filtered off and the filtrate was concentrated. The residue was purified by silica gel chromatography to thereby give 2.1 g of the title compound as an oily product. Product: CC1C(C(NC1)=S)C(=O)OCC (Ethyl 4-Methyl-2-thioxopyrrolidine-3-carboxylate). The reactants are CC1=C(C(=C(C=2OCCC21)C=O)C)C (2,3-dihydro-4,5,6-trimethylbenzo[b]furan-7-carboxaldehyde), ( a ). Run in CC(=O)C (acetone). Product: CC1=C(C(=C(C=2OCCC21)C=CC(C)=O)C)C (1-(2,3-Dihydro-4,5,6-trimethylbenzo[b]furan-7-yl)but-1-en-3-one). As a reaction SMILES: [CH3:1][C:2]1[C:10]2[CH2:9][CH2:8][O:7][C:6]=2[C:5]([CH:11]=O)=[C:4]([CH3:13])[C:3]=1[CH3:14]>CC(C)=O>[CH3:1][C:2]1[C:10]2[CH2:9][CH2:8][O:7][C:6]=2[C:5]([CH:11]=[CH:5][C:6](=[O:7])[CH3:10])=[C:4]([CH3:13])[C:3]=1[CH3:14]. Reported procedure: 1-(2,3-Dihydro-4,5,6-trimethylbenzo[b]furan-7-yl)but-1-en-3-one was prepared from 2,3-dihydro-4,5,6-trimethylbenzo[b]furan-7-carboxaldehyde and acetone following essentially the same procedure as that described in Example 2 part (a), and was obtained as a pale brown solid, mp 116° C. Reactants: COC(COC1=C(C=C(C=C1)C(C#CC1=C2/C(/C(NC2=CC=C1)=O)=C/C=1NC=CC1OC)O)OC)=O (rac-(Z)-[4-[3-[2,3-dihydro-3-[(3-methoxy-1H-pyrrol-2-yl)methylene]-2-oxo-1H-indol-4-yl]-1-hydroxy-2-propynyl]-2-methoxyphenoxy]acetic acid methyl ester), O[Li].O (LiOH.H2O). Run in C1CCOC1 (THF), O (H2O). The product is COC1=C(NC=C1)\C=C\1/C(NC2=CC=CC(=C12)C#CC(O)C1=CC(=C(OCC(=O)O)C=C1)OC)=O (rac-(Z)-[4-[3-[2,3-dihydro-3-[(3-methoxy-1H-pyrrol-2-yl)methylene]-2-oxo-1H-indol-4-yl]-1-hydroxy-2-propynyl]-2-methoxyphenoxy]acetic acid). RXN SMILES: C[O:2][C:3](=[O:36])[CH2:4][O:5][C:6]1[CH:11]=[CH:10][C:9]([CH:12]([OH:33])[C:13]#[C:14][C:15]2[CH:23]=[CH:22][CH:21]=[C:20]3[C:16]=2/[C:17](=[CH:25]/[C:26]2[NH:27][CH:28]=[CH:29][C:30]=2[O:31][CH3:32])/[C:18](=[O:24])[NH:19]3)=[CH:8][C:7]=1[O:34][CH3:35].O[Li].O>C1COCC1.O>[CH3:32][O:31][C:30]1[CH:29]=[CH:28][NH:27][C:26]=1/[CH:25]=[C:17]1\[C:18](=[O:24])[NH:19][C:20]2[C:16]\1=[C:15]([C:14]#[C:13][CH:12]([C:9]1[CH:10]=[CH:11][C:6]([O:5][CH2:4][C:3]([OH:36])=[O:2])=[C:7]([O:34][CH3:35])[CH:8]=1)[OH:33])[CH:23]=[CH:22][CH:21]=2 |f:1.2|. Procedure details: rac-(Z)-[4-[3-[2,3-Dihydro-3-[(3-methoxy-1H-pyrrol-2-yl)methylene]-2-oxo-1H-indol-4-yl]-1-hydroxy-2-propynyl]-2-methoxyphenoxy]acetic acid methyl ester(28 mg, 0.057 mmol) (from Example 47) was hydrolyzed with LiOH.H2O (55 mg, 1.15 mmol) in THF (0.5 mL) and H2O (0.5 mL) at room temperature for 20 h according to Method F above to yield rac-(Z)-[4-[3-[2,3-dihydro-3-[(3-methoxy-1H-pyrrol-2-yl)methylene]-2-oxo-1H-indol-4-yl]-1-hydroxy-2-propynyl]-2-methoxyphenoxy]acetic acid. (Yield 22 mg, 81%). Starting materials: O (H2O), CN(C1=CC=CC=C1)C=O (N-methylformanilide), O=P(Cl)(Cl)Cl (POCl3), COCCOC1=CC=CC2=CC3=CC=CC=C3C=C12 (1-[2-(Methoxy)ethoxy]anthracene). The solvent is C(Cl)Cl (CH2Cl2), C(Cl)Cl (CH2Cl2). The product is COCCOC1=CC=C(C2=CC3=CC=CC=C3C=C12)C=O (4-[2-(methoxy)ethoxy]-1-anthracenecarbaldehyde). Yield: 60.7%. As a reaction SMILES: CN([CH:9]=[O:10])C1C=CC=CC=1.O=P(Cl)(Cl)Cl.[CH3:16][O:17][CH2:18][CH2:19][O:20][C:21]1[C:34]2[C:25](=[CH:26][C:27]3[C:32]([CH:33]=2)=[CH:31][CH:30]=[CH:29][CH:28]=3)[CH:24]=[CH:23][CH:22]=1.O>C(Cl)Cl>[CH3:16][O:17][CH2:18][CH2:19][O:20][C:21]1[C:34]2[C:25](=[CH:26][C:27]3[C:32]([CH:33]=2)=[CH:31][CH:30]=[CH:29][CH:28]=3)[C:24]([CH:9]=[O:10])=[CH:23][CH:22]=1. Reported procedure: To a 1 L 3-necked RB flask equipped with overhead stirrer, condenser, addition funnel and N2 inlet line with bubbler was added N-methylformanilide (Aldrich, 72 g, 0.53 mol, 65.75 mL) and CH2Cl2 (150 mL). After cooling to 0°, POCl3 (Aldrich, 69.0 g, 0.44 mol, 42 mL) was added dropwise (maintaining the reaction mixture at 0°) over 20 min. The solution was allowed to warm to RT and a solution of 1-[(2-methoxy)ethoxy]anthracene (1B, 60.0 g, 0.24 mol) in CH2Cl2 (200 mL) added dropwise over 10 min. Th...